This data is from the Open Reaction Database (ORD), a public repository of structured organic reaction records. The task is: describe an organic reaction: reactants, conditions, products, and yield Reactants: ClC1=C(C=CC(=C1)Cl)NN=C(C1=C(C=CC=C1)F)Cl (α-chloro-2-fluorobenzaldehyde 2,4-dichlorophenylhydrazone), CN1CCNCC1 (1-methylpiperazine). The solvent is O1CCCC1 (tetrahydrofuran). Run at time 16 hour. The product is ClC1=C(C=CC(=C1)Cl)NN=C(N1CCN(CC1)C)C1=C(C=CC=C1)F (1-{[(2,4-dichlorophenyl) hydrazono](2-fluorophenyl)methyl}-4-methylpiperazine). The yield is 118.8%. RXN SMILES: [Cl:1][C:2]1[CH:7]=[C:6]([Cl:8])[CH:5]=[CH:4][C:3]=1[NH:9][N:10]=[C:11](Cl)[C:12]1[CH:17]=[CH:16][CH:15]=[CH:14][C:13]=1[F:18].[CH3:20][N:21]1[CH2:26][CH2:25][NH:24][CH2:23][CH2:22]1>O1CCCC1>[Cl:1][C:2]1[CH:7]=[C:6]([Cl:8])[CH:5]=[CH:4][C:3]=1[NH:9][N:10]=[C:11]([C:12]1[CH:17]=[CH:16][CH:15]=[CH:14][C:13]=1[F:18])[N:24]1[CH2:25][CH2:26][N:21]([CH3:20])[CH2:22][CH2:23]1. Reported procedure: To a stirred mixture of α-chloro-2-fluorobenzaldehyde 2,4-dichlorophenylhydrazone (51.0 g, 0.16 mol) and tetrahydrofuran (500 ml) under N2 was added dropwise, 1-methylpiperazine (35.4 g, 0.35 mol). The reaction was allowed to stir for 16 hours and then was cooled in an ice bath for 30 minutes. The mixture was filtered and washed with cold tetrahydrofuran leaving behind the insoluble 1-methylpiperazine hydrochloride. The filtrate was concentrated to afford 72.5 g of 1-{[(2,4-dichlorophenyl) hydra...